From a dataset of the Open Reaction Database (ORD), a public repository of structured organic reaction records. describe an organic reaction: reactants, conditions, products, and yield Reactants: O=C([O-])O, CCO, Cl, CC(O[Si](C)(C)C)(c1ccnc(C#N)c1)C(F)(F)F, NO, [Na+]. The product is CC(O[Si](C)(C)C)(c1ccnc(C(N)=O)c1)C(F)(F)F. As a reaction SMILES: [C:1]([O-:2])(=[O:3])[OH:4].[CH3:28][CH2:29][OH:30].[ClH:6].[F:9][C:10]([C:11]([O:12][Si:13]([CH3:14])([CH3:15])[CH3:16])([CH3:17])[c:18]1[cH:19][c:20]([C:24]#[N:25])[n:21][cH:22][cH:23]1)([F:26])[F:27].[NH2:7][OH:8].[Na+:5]>>[O:2]=[C:24]([c:20]1[cH:19][c:18]([C:11]([C:10]([F:9])([F:26])[F:27])([O:12][Si:13]([CH3:14])([CH3:15])[CH3:16])[CH3:17])[cH:23][cH:22][n:21]1)[NH2:25].